Dataset: the Open Reaction Database (ORD), a public repository of structured organic reaction records. Task: describe an organic reaction: reactants, conditions, products, and yield The reactants are COC=1C=2N(C(=CC1)C=1C=C3COC(C3=CC1)=O)N=C(N2)C2(CC2)C(=O)O (1-[8-methoxy-5-(1-oxo-3H-isobenzofuran-5-yl)-[1,2,4]triazolo[1,5-a]pyridin-2-yl]cyclopropanecarboxylic acid), C(C(C)C)O (isobutanol), CCN=C=NCCCN(C)C.Cl (EDCI.HCl). The product is CC(COC(=O)C1(CC1)C1=NN2C(C(=CC=C2C=2C=C3COC(C3=CC2)=O)OC)=N1)C ([2-Methylpropyl]1-[8-methoxy-5-(1-oxo-3H-isobenzofuran-5-yl)-[1,2,4]triazolo[1,5-a]pyridin-2-yl]cyclopropanecarboxylate). As a reaction SMILES: [CH3:1][O:2][C:3]1[C:4]2[N:5]([N:19]=[C:20]([C:22]3([C:25]([OH:27])=[O:26])[CH2:24][CH2:23]3)[N:21]=2)[C:6]([C:9]2[CH:10]=[C:11]3[C:15](=[CH:16][CH:17]=2)[C:14](=[O:18])[O:13][CH2:12]3)=[CH:7][CH:8]=1.[CH2:28](O)[CH:29]([CH3:31])[CH3:30].CCN=C=NCCCN(C)C.Cl>CN(C1C=CN=CC=1)C.C(Cl)Cl>[CH3:28][CH:29]([CH3:31])[CH2:30][O:26][C:25]([C:22]1([C:20]2[N:21]=[C:4]3[C:3]([O:2][CH3:1])=[CH:8][CH:7]=[C:6]([C:9]4[CH:10]=[C:11]5[C:15](=[CH:16][CH:17]=4)[C:14](=[O:18])[O:13][CH2:12]5)[N:5]3[N:19]=2)[CH2:23][CH2:24]1)=[O:27] |f:2.3|. Run in C(Cl)Cl (DCM), C(Cl)Cl (DCM). Yield: 61.7%. Reaction conditions: temperature 50 celsius, time 2 hour. Procedure: A mixture of 1-[8-methoxy-5-(1-oxo-3H-isobenzofuran-5-yl)-[1,2,4]triazolo[1,5-a]pyridin-2-yl]cyclopropanecarboxylic acid (250 mg, 685 μmol), isobutanol (100 μL, 1.37 mmol), DMAP (250 mg, 2.05 mmol) and EDCI.HCl (262 mg, 1.37 mmol) in DCM (14 mL) was stirred at 50° C. for 2 hours in a sealed vial, before it was diluted with DCM (80 mL), washed with an aqueous 1 M solution of HCl (40 mL) and evaporated to dryness. The crude mixture was redissolved in MeCN (˜2 mL) and the crude product was crystall... The reagents and catalysts are CN(C)C=1C=CN=CC1 (DMAP). Starting materials: Cl.ClC=1N=C(C2=C(N1)CCS2)NC2CNCCC2 ((2-chloro-6,7-dihydrothieno[3,2-d]pyrimidin-4-yl)piperidin-3-ylamine hydrochloride), C(C)(C)N(CC)C(C)C (diisopropylethylamine), C1(=CC=CC=C1)N1CCN(CC1)C=1N=C(C2=C(N1)CCS2)N[C@@H]2[C@H](CCC2)NC(OC(C)(C)C)=O (tert-butyl {(1S,2S)-2-[2-(4-phenylpiperazin-1-yl)-6,7-dihydrothieno[3,2-d]pyrimidin-4-ylamino]cyclopentyl}carbamate), O-(7-azabenzotriazol-1-yl-)-N,N,N′,N′-tetramethyluroniumhexafluorophosphate, C(C)(C)N(CC)C(C)C (diisopropylethylamine). Solvent: CS(=O)C (dimethylsulfoxide). Run at time 0.1 hour. Yields the product CN1C(=CC=C1)C(=O)N1CC(CCC1)NC=1C2=C(N=C(N1)Cl)CCS2 ((1-methyl-1H-pyrrol-2-yl)-[3-(2-chloro-6,7-dihydrothieno[3,2-d]pyrimidin-4-ylamino)piperidin-1-yl]methanone). Yield: 85.6%. Reaction SMILES: C1(N2CCN([C:13]3[N:14]=[C:15]([NH:22][C@H:23]4[CH2:27][CH2:26][CH2:25][C@@H:24]4[NH:28][C:29](=[O:35])OC(C)(C)C)[C:16]4[S:21][CH2:20][CH2:19][C:17]=4[N:18]=3)CC2)C=CC=CC=1.[CH:36]([N:39]([CH:42]([CH3:44])C)[CH2:40]C)([CH3:38])C.Cl.[Cl:46]C1N=C(NC2CCCNC2)C2SCCC=2N=1>CS(C)=O>[CH3:40][N:39]1[CH:36]=[CH:38][CH:44]=[C:42]1[C:29]([N:28]1[CH2:25][CH2:26][CH2:27][CH:23]([NH:22][C:15]2[C:16]3[S:21][CH2:20][CH2:19][C:17]=3[N:18]=[C:13]([Cl:46])[N:14]=2)[CH2:24]1)=[O:35] |f:2.3|. Procedure details: 0.462 g (3.7 mmol) of 1-methyl-1H-pyrrol-2-carboxylic acid (VII), 1.4 g (9.7 mmol) of O-(7-azabenzotriazol-1-yl-)-N,N,N′,N′-tetramethyluroniumhexafluorophosphate (HATU), and 0.640 mL (3.7 mmol) of diisopropylethylamine are placed in 10 mL of dimethylsulfoxide, then stirred for 0.1 hours at ambient temperature. 0.814 g (3.0 mmol) of (2-chloro-6,7-dihydrothieno[3,2-d]pyrimidin-4-yl)piperidin-3-ylamine hydrochloride (VI) and 3.7 mmol of diisopropylethylamine are added, then the mixture is stirred f... The reactants are COC(=O)c1sc(-n2cnc3cc(CO[Si](C)(C)C(C)(C)C)ncc32)cc1OCc1ccccc1C(F)(F)F, CO, N. Yields the product CC(C)(C)[Si](C)(C)OCc1cc2ncn(-c3cc(OCc4ccccc4C(F)(F)F)c(C(N)=O)s3)c2cn1. RXN SMILES: [C:1]([CH3:2])([CH3:3])([CH3:4])[Si:5]([O:6][CH2:7][c:8]1[cH:9][c:10]2[c:11]([cH:12][n:13]1)[n:14](-[c:17]1[cH:18][c:19]([O:26][CH2:27][c:28]3[c:29]([C:34]([F:35])([F:36])[F:37])[cH:30][cH:31][cH:32][cH:33]3)[c:20]([C:22]([O:24][CH3:23])=[O:25])[s:21]1)[cH:15][n:16]2)([CH3:38])[CH3:39].[CH3:41][OH:42].[NH3:40]>>[C:1]([CH3:2])([CH3:3])([CH3:4])[Si:5]([O:6][CH2:7][c:8]1[cH:9][c:10]2[c:11]([cH:12][n:13]1)[n:14](-[c:17]1[cH:18][c:19]([O:26][CH2:27][c:28]3[c:29]([C:34]([F:35])([F:36])[F:37])[cH:30][cH:31][cH:32][cH:33]3)[c:20]([C:22](=[O:24])[NH2:40])[s:21]1)[cH:15][n:16]2)([CH3:38])[CH3:39]. The reactants are BrC1=CC(=C(C=C1)F)[N+](=O)[O-] (4-bromo-1-flouro-2-nitrobenzene), NCC1CCOCC1 (4-aminomethyltetrahydropyran). Yields the product BrC1=CC(=C(NCC2CCOCC2)C=C1)[N+](=O)[O-] (4-Bromo-2-nitro-N-(tetrahydro-2H-pyran-4-ylmethyl)aniline). RXN SMILES: [Br:1][C:2]1[CH:7]=[CH:6][C:5](F)=[C:4]([N+:9]([O-:11])=[O:10])[CH:3]=1.[NH2:12][CH2:13][CH:14]1[CH2:19][CH2:18][O:17][CH2:16][CH2:15]1>>[Br:1][C:2]1[CH:7]=[CH:6][C:5]([NH:12][CH2:13][CH:14]2[CH2:19][CH2:18][O:17][CH2:16][CH2:15]2)=[C:4]([N+:9]([O-:11])=[O:10])[CH:3]=1. Procedure details: The title compound was prepared according to the procedure described in Step A of Example 5 from 4-bromo-1-flouro-2-nitrobenzene (Wako Pure Chemical Industries, Ltd.) and 4-aminomethyltetrahydropyran (Apollo Scientific Ltd.).